From a dataset of the Open Reaction Database (ORD), a public repository of structured organic reaction records. describe an organic reaction: reactants, conditions, products, and yield The reactants are CC(C)(C)c1cc(NC(=O)Oc2ccccc2)n(-c2ccc(C#N)cc2)n1, C1CCOC1, COc1cc2ncnc(Sc3cccc(N)c3)c2cc1OC, CN(C)c1ccncc1. Product: COc1cc2ncnc(Sc3cccc(NC(=O)Nc4cc(C(C)(C)C)nn4-c4ccc(C#N)cc4)c3)c2cc1OC. RXN SMILES: [C:23]([CH3:24])([CH3:25])([CH3:26])[c:27]1[n:28][n:29](-[c:42]2[cH:43][cH:44][c:45]([C:48]#[N:49])[cH:46][cH:47]2)[c:30]([NH:32][C:33]([O:34][c:36]2[cH:37][cH:38][cH:39][cH:40][cH:41]2)=[O:35])[cH:31]1.[CH2:50]1[O:51][CH2:52][CH2:53][CH2:54]1.[CH3:1][O:2][c:3]1[cH:4][c:5]2[c:6]([S:15][c:16]3[cH:17][c:18]([NH2:19])[cH:20][cH:21][cH:22]3)[n:7][cH:8][n:9][c:10]2[cH:11][c:12]1[O:13][CH3:14].[CH3:55][N:56]([c:57]1[cH:58][cH:59][n:60][cH:61][cH:62]1)[CH3:63]>>[CH3:1][O:2][c:3]1[cH:4][c:5]2[c:6]([S:15][c:16]3[cH:17][c:18]([NH:19][C:33]([NH:32][c:30]4[n:29](-[c:42]5[cH:43][cH:44][c:45]([C:48]#[N:49])[cH:46][cH:47]5)[n:28][c:27]([C:23]([CH3:24])([CH3:25])[CH3:26])[cH:31]4)=[O:34])[cH:20][cH:21][cH:22]3)[n:7][cH:8][n:9][c:10]2[cH:11][c:12]1[O:13][CH3:14]. The reactants are Cl.Cl.CC=1C=C(C=C(OCCCONC(=N)N)C1)OS(=O)(=O)C1=C(C=CC=C1)S(=O)(=O)N(CC1=CC=NC=C1)CC ({3-[5-Methyl-3-(2-(N-ethyl-N-(4-pyridylmethyl)aminosulfonyl)phenylsulfonyloxy) phenoxy]propoxy}guanidine dihydrochloride), N,N′-(Bis-tert-butyloxycarbonyl)-{3-[5-methyl-3-(2-(N-ethyl-N-(4-pyridylmethyl)aminosulfonyl)phenylsulfonyloxy) phenoxy]propoxy}guanidine, C(#N)C(C(=O)O)=CC1=CC=C(C=C1)O (α-cyano-4-hydroxycinnamic acid). The product is Cl.Cl.CC=1C=C(C=C(OCCCONC(=N)N)C1)OS(=O)(=O)C1=C(C=CC=C1)S(=O)(=O)NCC1=CC=NC=C1CC (3-[5-Methyl-3-(2-(5-ethyl-N-(4-pyridylmethyl)aminosulfonyl)phenylsulfonyloxy) phenoxy]propoxyguanidine Dihydrochloride). Yield: 84.0%. As a reaction SMILES: [ClH:1].Cl.[CH3:3][C:4]1[CH:5]=[C:6]([O:19][S:20]([C:23]2[CH:28]=[CH:27][CH:26]=[CH:25][C:24]=2[S:29]([N:32](CC)[CH2:33][C:34]2[CH:39]=[CH:38][N:37]=[CH:36][CH:35]=2)(=[O:31])=[O:30])(=[O:22])=[O:21])[CH:7]=[C:8]([CH:18]=1)[O:9][CH2:10][CH2:11][CH2:12][O:13][NH:14][C:15]([NH2:17])=[NH:16].[C:42]([C:44](=CC1C=CC(O)=CC=1)C(O)=O)#N>>[ClH:1].[ClH:1].[CH3:3][C:4]1[CH:5]=[C:6]([O:19][S:20]([C:23]2[CH:28]=[CH:27][CH:26]=[CH:25][C:24]=2[S:29]([NH:32][CH2:33][C:34]2[C:35]([CH2:42][CH3:44])=[CH:36][N:37]=[CH:38][CH:39]=2)(=[O:30])=[O:31])(=[O:21])=[O:22])[CH:7]=[C:8]([CH:18]=1)[O:9][CH2:10][CH2:11][CH2:12][O:13][NH:14][C:15]([NH2:17])=[NH:16] |f:0.1.2,4.5.6|. Procedure details: {3-[5-Methyl-3-(2-(N-ethyl-N-(4-pyridylmethyl)aminosulfonyl)phenylsulfonyloxy) phenoxy]propoxy}guanidine dihydrochloride: The title compound was prepared in 84% yield from N,N′-(Bis-tert-butyloxycarbonyl)-{3-[5-methyl-3-(2-(N-ethyl-N-(4-pyridylmethyl)aminosulfonyl)phenylsulfonyloxy) phenoxy]propoxy}guanidine, as prepared in the preceding step, in a manner analogous to step i of Example 20. 1H-NMR (300 MHz, DMSO-d6) δ 8.54 (d, J=4.5 Hz, 2H), 8.23 (d, J=7.9 Hz, 1H), 8.17 (d, J=7.8 Hz, 1H), 8.01 (t...